From a dataset of the Open Reaction Database (ORD), a public repository of structured organic reaction records. describe an organic reaction: reactants, conditions, products, and yield Starting materials: CN(C(SC1=CC(=CC(=C1)C)OC)=O)C (S-3-methoxy-5-methylphenyl dimethylcarbamothioate), [OH-].[K+] (KOH). The solvent is CO (MeOH). Yields the product COC=1C=C(C=C(C1)C)S (3-methoxy-5-methylbenzenethiol). The yield is 99.8%. RXN SMILES: CN(C)C(=O)[S:4][C:5]1[CH:10]=[C:9]([CH3:11])[CH:8]=[C:7]([O:12][CH3:13])[CH:6]=1.[OH-].[K+]>CO>[CH3:13][O:12][C:7]1[CH:6]=[C:5]([SH:4])[CH:10]=[C:9]([CH3:11])[CH:8]=1 |f:1.2|. Procedure: A mixture of S-3-methoxy-5-methylphenyl dimethylcarbamothioate (10) (4.10 g, 18.2 mmol) and KOH (6.0 g) in MeOH (200 mL) was refluxed for 2 h. After cooling, the mixture was concentrated and diluted with EtOAc (500 mL). The organics were washed with 1N HCl (50 mL), brine (2×50 mL), dried (Na2SO4), and concentrated to give 3-methoxy-5-methylbenzenethiol (11) (2.80 g, quant.) as a colourless oil. Starting materials: C(C)(C)(C)OC(C=CC1=CC2=C(NCC(NC2)=O)N=C1)=O (3-(3-Oxo-2,3,4,5-tetrahydro-1H-pyrido[2,3-e][1,4]diazepin-7-yl)-acrylic acid tert-butyl ester), C(Cl)Cl.C(=O)(C(F)(F)F)O (CH2Cl2 TFA). Conditions: time 30 minute. Yields the product O=C1NCC2=C(NC1)N=CC(=C2)C=CC(=O)O (3-(3-Oxo-2,3,4,5-tetrahydro-1H-pyrido[2,3-e][1,4]diazepin-7-yl)-acrylic acid). The yield is 60.9%. As a reaction SMILES: C([O:5][C:6](=[O:21])[CH:7]=[CH:8][C:9]1[CH:20]=[N:19][C:12]2[NH:13][CH2:14][C:15](=[O:18])[NH:16][CH2:17][C:11]=2[CH:10]=1)(C)(C)C.C(Cl)Cl.C(O)(C(F)(F)F)=O>>[O:18]=[C:15]1[CH2:14][NH:13][C:12]2[N:19]=[CH:20][C:9]([CH:8]=[CH:7][C:6]([OH:21])=[O:5])=[CH:10][C:11]=2[CH2:17][NH:16]1 |f:1.2|. Procedure: 3-(3-Oxo-2,3,4,5-tetrahydro-1H-pyrido[2,3-e][1,4]diazepin-7-yl)-acrylic acid tert-butyl ester (96 mg, 0.31 mmol) was dissolved into 1:1 CH2Cl2/TFA (2 mL) and stirred at room temperature for 30 min. The solvents were removed in vacuo to afford the title compound as a brown solid (44 mg, 61%) and as a mixture of amide rotomers. 1H NMR (300 MHz, DMSO-d6) 8.18 (t, J=5.7 Hz, 1H), 8.07 (d, J=2.1 Hz, 1H), 7.37 (d, J=15.8 Hz, 1H), 7.35 (t, J=5.3 Hz, 1H), 6.24 (d, J=15.8 Hz, 1H), 4.28 (d, J=5.7 Hz, 2H), ...